From a dataset of the Open Reaction Database (ORD), a public repository of structured organic reaction records. describe an organic reaction: reactants, conditions, products, and yield The reactants are COC(=O)C(=O)c1ccc(OCC(=O)c2ccc3ccccc3c2)cc1, CO, [Na+], C1CCOC1, [OH-]. The product is O=C(O)C(=O)c1ccc(OCC(=O)c2ccc3ccccc3c2)cc1. Reaction SMILES: [CH3:1][O:2][C:3]([C:4]([c:5]1[cH:6][cH:7][c:8]([O:11][CH2:12][C:13](=[O:14])[c:15]2[cH:16][c:17]3[cH:18][cH:19][cH:20][cH:21][c:22]3[cH:23][cH:24]2)[cH:9][cH:10]1)=[O:25])=[O:26].[CH3:29][OH:30].[Na+:28].[O:31]1[CH2:32][CH2:33][CH2:34][CH2:35]1.[OH-:27]>>[O:2]=[C:3]([C:4]([c:5]1[cH:6][cH:7][c:8]([O:11][CH2:12][C:13](=[O:14])[c:15]2[cH:16][c:17]3[cH:18][cH:19][cH:20][cH:21][c:22]3[cH:23][cH:24]2)[cH:9][cH:10]1)=[O:25])[OH:26]. The reactants are Cc1cc(=O)n2c3c(cc(C(O)(C(F)(F)F)C(F)(F)F)cc13)OCC2, COS(=O)(=O)OC, CCO, CN(C)C=O, [H-], [Na+], O. Product: COC(c1cc2c3c(c1)c(C)cc(=O)n3CCO2)(C(F)(F)F)C(F)(F)F. RXN SMILES: [CH3:1][c:2]1[cH:3][c:4](=[O:25])[n:5]2[c:10]3[c:9]([cH:14][c:13]([C:15]([C:16]([F:17])([F:18])[F:19])([C:20]([F:21])([F:22])[F:23])[OH:24])[cH:12][c:11]13)[O:8][CH2:7][CH2:6]2.[CH3:28][O:29][S:30]([O:31][CH3:32])(=[O:33])=[O:34].[CH3:35][CH2:36][OH:37].[CH3:38][N:39]([CH3:40])[CH:41]=[O:42].[H-:26].[Na+:27].[OH2:43]>>[CH3:1][c:2]1[cH:3][c:4](=[O:25])[n:5]2[c:10]3[c:9]([cH:14][c:13]([C:15]([C:16]([F:17])([F:18])[F:19])([C:20]([F:21])([F:22])[F:23])[O:24][CH3:28])[cH:12][c:11]13)[O:8][CH2:7][CH2:6]2. As a reaction SMILES: [CH3:1][O:2][C:3]1[CH:9]=[CH:8][C:6]([NH2:7])=[C:5]([N+:10]([O-:12])=[O:11])[CH:4]=1.[C:13]([O:17][CH2:18][CH3:19])(=[O:16])[CH:14]=O.C1(C)C=CC=CC=1>C1(C)C=CC=CC=1>[C:13]([O:17][CH2:18][CH:19]=[N:7][C:6]1[CH:8]=[CH:9][C:3]([O:2][CH3:1])=[CH:4][C:5]=1[N+:10]([O-:12])=[O:11])(=[O:16])[CH3:14] |f:1.2|. Yields the product C(C)(=O)OCC=NC1=C(C=C(C=C1)OC)[N+](=O)[O-] ([(4-methoxy-2-nitrophenyl)imino]ethyl acetate). The reactants are COC1=CC(=C(N)C=C1)[N+](=O)[O-] (4-methoxy-2-nitroaniline), C(C=O)(=O)OCC.C1(=CC=CC=C1)C (ethyl glyoxylate toluene). Procedure: A mixture of 4-methoxy-2-nitroaniline (1.68 g, 10.0 mmol), ethyl glyoxylate/toluene solution (50 wt %, 1.98 ml, 10.0 mmol) and toluene (20 ml) was heated under reflux under a nitrogen gas atmosphere for 17 hours while removing water using a Dean-Stark apparatus. The solvent was removed under reduced pressure to yield [(4-methoxy-2-nitrophenyl)imino]ethyl acetate crude product. The solvent is C1(=CC=CC=C1)C (toluene). Reactants: FCC(CC(=O)OCC)=O (Ethyl 4-fluoro-3-oxobutanoate), [N+](=O)([O-])C=1C=C(C=CC1)C=C(C(=O)OCC)C(C)=O (ethyl 2-(3-nitrophenylmethylene)-3-oxobutanoate), N (ammonia). Solvent: C(C)O (ethanol). Product: FCC=1NC(=C(C(C1C(=O)OCC)C1=CC(=CC=C1)[N+](=O)[O-])C(=O)OCC)C (Diethyl 2-(fluoromethyl)-1,4-dihydro-6-methyl-4-(3-nitrophenyl)-3,5-pyridinedicarboxylate). RXN SMILES: [F:1][CH2:2][C:3](=O)[CH2:4][C:5]([O:7][CH2:8][CH3:9])=[O:6].[N+:11]([C:14]1[CH:15]=[C:16]([CH:20]=[C:21]([C:27](=O)[CH3:28])[C:22]([O:24][CH2:25][CH3:26])=[O:23])[CH:17]=[CH:18][CH:19]=1)([O-:13])=[O:12].[NH3:30]>C(O)C>[F:1][CH2:2][C:3]1[NH:30][C:27]([CH3:28])=[C:21]([C:22]([O:24][CH2:25][CH3:26])=[O:23])[CH:20]([C:16]2[CH:17]=[CH:18][CH:19]=[C:14]([N+:11]([O-:13])=[O:12])[CH:15]=2)[C:4]=1[C:5]([O:7][CH2:8][CH3:9])=[O:6]. Procedure details: Ethyl 4-fluoro-3-oxobutanoate (1.45 g, 10 mmoles), ethyl 2-(3-nitrophenylmethylene)-3-oxobutanoate (2.63 g, 10 mmoles) and aqueous ammonia (1.1 ml, d 0.88) were heated at reflux in ethanol (15 ml) for 6 hours. The solvent was removed in vacuo and the residue purified by chromatography on silica eluting with petroleum ether (60°-80° )/ether mixtures. Recrystallisation from ether/petroleum ether (60°-80° ) gave the title compound (1.1 g) as yellow crystals mp 139°-41°. Reactants: [N+](=O)(O)[O-] (nitric acid), C(C)OC(=O)OC1=C(C(=C(C=C1)F)F)F (O-ethoxycarbonyl-2,3,4-trifluorophenol), ice water. Solvent: S(O)(O)(=O)=O (sulfuric acid). Reaction conditions: time 2 hour. Yields the product C(C)OC(=O)OC1=C(C(=C(C(=C1)[N+](=O)[O-])F)F)F (O-ethoxycarbonyl-2,3,4-trifluoro-5-nitrophenol). Isolated yield 12.0%. As a reaction SMILES: [CH2:1]([O:3][C:4]([O:6][C:7]1[CH:12]=[CH:11][C:10]([F:13])=[C:9]([F:14])[C:8]=1[F:15])=[O:5])[CH3:2].[N+:16]([O-])([OH:18])=[O:17]>S(=O)(=O)(O)O>[CH2:1]([O:3][C:4]([O:6][C:7]1[CH:12]=[C:11]([N+:16]([O-:18])=[O:17])[C:10]([F:13])=[C:9]([F:14])[C:8]=1[F:15])=[O:5])[CH3:2]. Procedure: 9.82 g (44.6 mmol) of the above O-ethoxycarbonyl-2,3,4-trifluorophenol was dissolved in 25 mL of concentrated sulfuric acid under ice-cooling, 8.0 mL of fuming nitric acid was added at an internal temperature of 50° C. or below and the mixture was further stirred for 2 hours. The reaction solution was poured into 300 mL of ice water and the mixture was extracted once with ethyl acetate. The organic layer was washed once with water and twice with an aqueous saturated solution of sodium chloride a... Starting materials: COC(=O)C1=CN=C(S1)CCC=1C(=NOC1C)CCCC (2-[2-(3-butyl-5-methyl-isoxazol-4-yl)-ethyl]-thiazole-5-carboxylic acid methyl ester), C(C)(C)N (isopropylamine), C[Al](C)C (trimethylaluminium), solution. Solvent: O1CCOCC1 (dioxane), O1CCOCC1 (dioxane), C1(=CC=CC=C1)C (toluene). Reaction conditions: temperature 90 celsius, time 1 hour. Yields the product C(C)(C)NC(=O)C1=CN=C(S1)CCC=1C(=NOC1C)CCCC (2-[2-(3-Butyl-5-methyl-isoxazol-4-yl)-ethyl]-thiazole-5-carboxylic acid isopropylamide). Yield: 16.3%. RXN SMILES: [CH:1]([NH2:4])([CH3:3])[CH3:2].C[Al](C)C.C[O:10][C:11]([C:13]1[S:17][C:16]([CH2:18][CH2:19][C:20]2[C:21]([CH2:26][CH2:27][CH2:28][CH3:29])=[N:22][O:23][C:24]=2[CH3:25])=[N:15][CH:14]=1)=O>O1CCOCC1.C1(C)C=CC=CC=1>[CH:1]([NH:4][C:11]([C:13]1[S:17][C:16]([CH2:18][CH2:19][C:20]2[C:21]([CH2:26][CH2:27][CH2:28][CH3:29])=[N:22][O:23][C:24]=2[CH3:25])=[N:15][CH:14]=1)=[O:10])([CH3:3])[CH3:2]. Procedure details: To a stirred solution of isopropylamine (130 mg, 2.2 mmol) in dioxane (3 mL) under argon and at room temperature was added trimethylaluminium (0.65 mL of a 2M solution in toluene, 1.3 mmol). After 1 h, a solution of 2-[2-(3-butyl-5-methyl-isoxazol-4-yl)-ethyl]-thiazole-5-carboxylic acid methyl ester (170 mg, 0.55 mmol) in dioxane (3 mL) was added and the reaction mixture heated at 90° C. overnight. The reaction mixture was then cooled, quenched with ice water and extracted with dichloromethane. ... Reactants: NC1=C(C=C2C(C(NC2=C1)=O)(C)C)[N+](=O)[O-] (6-amino-3,3-dimethyl-5-nitroindolin-2-one), CO (methanol). Reagents/catalysts: [Pd] (Pd/C). Yields the product CC1(C(NC(C2=CC=CC=C12)=O)=O)C (4,4-Dimethyl-2H,4H-isoquinoline-1,3-dione). RXN SMILES: N[C:2]1[CH:10]=[C:9]2[C:5]([C:6]([CH3:13])([CH3:12])[C:7](=[O:11])[NH:8]2)=[CH:4][C:3]=1[N+]([O-])=O.[CH3:17][OH:18]>[Pd]>[CH3:12][C:6]1([CH3:13])[C:5]2[C:9](=[CH:10][CH:2]=[CH:3][CH:4]=2)[C:17](=[O:18])[NH:8][C:7]1=[O:11]. Reported procedure: A solution of 18.7 g. (0.085 mol) 6-amino-3,3-dimethyl-5-nitroindolin-2-one in 200 ml. methanol is hydrogenated at 40° C. in the presence of 1.9 g. of 10% Pd/C. The catalyst is filtered off with suction, the filtrate is evaporated and the residue is crystallised from ethanol. Yield: 15.6 g. (96% of theory); m.p. 245°-247° C. The reactants are C1(CC1)CBr (cyclopropylmethyl bromide), [I-].[Na+] (sodium iodide), CN1CC[C@]23[C@@H]4C(=O)C=C[C@]2([C@H]1CC5=C3C(=C(C=C5)O)O4)O (noroxymorphone), C([O-])(O)=O.[Na+] (sodium bicarbonate), Cl (hydrochloric acid). Run in C(C)O (ethanol), CN(C=O)C (dimethyl formamide). Reaction conditions: temperature 70 celsius. Product: C1=CC(=C2C3=C1C[C@@H]4[C@]5([C@]3(CCN4CC6CC6)[C@@H](O2)C(=O)CC5)O)O (naltrexone), hydrochloride salt. As a reaction SMILES: [CH3:1][N:2]1[C@@H:12]2[CH2:13][C:14]3[CH:19]=[CH:18][C:17]([OH:20])=[C:16]4[O:21][C@H:6]5[C:7]([CH:9]=[CH:10][C@:11]2([OH:22])[C@:5]5([C:15]=34)[CH2:4][CH2:3]1)=[O:8].C(=O)(O)[O-].[Na+].[I-].[Na+].[CH:30]1(CBr)[CH2:32][CH2:31]1.Cl>CN(C)C=O.C(O)C>[CH:19]1[C:14]2[CH2:13][C@H:12]3[N:2]([CH2:1][CH:30]4[CH2:32][CH2:31]4)[CH2:3][CH2:4][C@:5]45[C@H:6]([C:7]([CH2:9][CH2:10][C@@:11]34[OH:22])=[O:8])[O:21][C:16]([C:15]=25)=[C:17]([OH:20])[CH:18]=1 |f:1.2,3.4|. Reported procedure: Steps (S1)-(S3) of Scheme 9 are as described for the corresponding reactions of Scheme 8. In step (S4) of Scheme 9, noroxymorphone prepared as described above is taken up in a solvent, e.g., ethanol or dimethyl formamide, to which sodium bicarbonate, sodium iodide, and ally bromide are added. The mixture is heated to a temperature of about 70° C. and the reaction allowed to proceed until deemed complete. The pH is adjusted with hydrochloric acid and naloxone is isolated as the hydrochloride salt... Starting materials: [BH4-].[Li+] (lithium borohydride), ClC1=C(C=C(C=C1)[C@]1(O)[C@H](O)[C@@H](O)[C@H](O)[C@H](O1)CO)CC1=CC=C(C=C1)OC1(CCCC1)C(=O)OC (1-chloro-4-(β-D-glucopyranos-1-yl)-2-[4-(1-methoxycarbonyl-cyclopent-1-yloxy)-benzyl]-benzene), C(=O)(O)[O-].[Na+] (NaHCO3). Solvent: O1CCCC1 (tetrahydrofuran). Conditions: time 16 hour. Yields the product ClC1=C(C=C(C=C1)[C@]1(O)[C@H](O)[C@@H](O)[C@H](O)[C@H](O1)CO)CC1=CC=C(C=C1)OC1(CCCC1)CO (1-Chloro-4-(β-D-glucopyranos-1-yl)-2-[4-(1-hydroxymethyl-cyclopent-1-yloxy)-benzyl]-benzene). RXN SMILES: [Cl:1][C:2]1[CH:7]=[CH:6][C:5]([C@:8]2([O:17][C@H:16]([CH2:18][OH:19])[C@@H:14]([OH:15])[C@H:12]([OH:13])[C@H:10]2[OH:11])[OH:9])=[CH:4][C:3]=1[CH2:20][C:21]1[CH:26]=[CH:25][C:24]([O:27][C:28]2([C:33](OC)=[O:34])[CH2:32][CH2:31][CH2:30][CH2:29]2)=[CH:23][CH:22]=1.[BH4-].[Li+].C([O-])(O)=O.[Na+]>O1CCCC1>[Cl:1][C:2]1[CH:7]=[CH:6][C:5]([C@:8]2([O:17][C@H:16]([CH2:18][OH:19])[C@@H:14]([OH:15])[C@H:12]([OH:13])[C@H:10]2[OH:11])[OH:9])=[CH:4][C:3]=1[CH2:20][C:21]1[CH:26]=[CH:25][C:24]([O:27][C:28]2([CH2:33][OH:34])[CH2:29][CH2:30][CH2:31][CH2:32]2)=[CH:23][CH:22]=1 |f:1.2,3.4|. Procedure: To a solution of 1-chloro-4-(β-D-glucopyranos-1-yl)-2-[4-(1-methoxycarbonyl-cyclopent-1-yloxy)-benzyl]-benzene (0.15 g) in dry tetrahydrofuran (3 mL) chilled in an ice-bath is added lithium borohydride (8 mg). The reaction mixture is stirred at ambient temperature for 16 h. Aqueous NaHCO3 solution is added and the resulting mixture is extracted with ethyl acetate. The combined organic layers are dried (Na2SO4), the solvent is removed and the residue is purified by chromatography on silica gel (d...